This data is from the Open Reaction Database (ORD), a public repository of structured organic reaction records. The task is: describe an organic reaction: reactants, conditions, products, and yield Starting materials: CC1=NN(C=N1)C[C@H]1NC([C@H]1NC(OCC1=CC=CC=C1)=O)=O (benzyl ((2R,3S)-2-((3-methyl-1H-1,2,4-triazol-1-yl)methyl)-4-oxoazetidin-3-yl)carbamate). The reagents and catalysts are [Pd] (Pd). Run in CO (MeOH). Reaction conditions: time 2 hour. The product is N[C@@H]1C(N[C@@H]1CN1N=C(N=C1)C)=O ((3S,4R)-3-amino-4-((3-methyl-1H-1,2,4-triazol-1-yl)methyl)azetidin-2-one). As a reaction SMILES: [CH3:1][C:2]1[N:6]=[CH:5][N:4]([CH2:7][C@@H:8]2[C@H:11]([NH:12]C(=O)OCC3C=CC=CC=3)[C:10](=[O:23])[NH:9]2)[N:3]=1>CO.[Pd]>[NH2:12][C@H:11]1[C@@H:8]([CH2:7][N:4]2[CH:5]=[N:6][C:2]([CH3:1])=[N:3]2)[NH:9][C:10]1=[O:23]. Reported procedure: A slurry of benzyl ((2R,3S)-2-((3-methyl-1H-1,2,4-triazol-1-yl)methyl)-4-oxoazetidin-3-yl)carbamate (250 mg, 0.79 mmol) and Pd on C (10%, 100 mg) in MeOH (20 mL) was evacuated and backfilled with H2 (3×), bringing the final pressure to 35 psi. After 2 h of stirring the mixture was filtered over celite, washing with MeOH and the filtrate was concentrated in vacuo. The crude residue was used as such in the following step. Reactants: OCC1CCCO1, CC(C)=CCc1ccc(C(C)C(=O)O)cc1, C1CCCCC1. Product: CC(C)=CCc1ccc(C(C)C(=O)OCC2CCCO2)cc1. Reaction SMILES: [CH2:17]([CH:18]1[CH2:19][CH2:20][CH2:21][O:22]1)[OH:23].[CH2:1]([CH:2]=[C:3]([CH3:4])[CH3:5])[c:6]1[cH:7][cH:8][c:9]([CH:12]([C:13](=[O:14])[OH:15])[CH3:16])[cH:10][cH:11]1.[CH2:24]1[CH2:25][CH2:26][CH2:27][CH2:28][CH2:29]1>>[CH2:1]([CH:2]=[C:3]([CH3:4])[CH3:5])[c:6]1[cH:7][cH:8][c:9]([CH:12]([C:13](=[O:14])[O:15][CH2:17][CH:18]2[CH2:19][CH2:20][CH2:21][O:22]2)[CH3:16])[cH:10][cH:11]1. Starting materials: CN(C1=CC=CC=C1)C (dimethylaniline), BrC(C(C)=O)C (3-bromo-2-butanone), C([O-])(O)=O.[Na+] (sodium bicarbonate), C(C)O (ethanol). Run in ClCCl (dichloromethane). Run at time 18 hour. The product is CC1=C(C(=CC=C1)C)NC(C(C)=O)C (3-(2,6-dimethylphenylamino)-2-butanone). As a reaction SMILES: C[N:2](C)[C:3]1[CH:8]=[CH:7][CH:6]=[CH:5]C=1.Br[CH:11]([CH3:15])[C:12](=[O:14])[CH3:13].[C:16](=O)(O)[O-].[Na+].[CH2:21](O)[CH3:22]>ClCCl>[CH3:16][C:8]1[CH:7]=[CH:6][CH:5]=[C:21]([CH3:22])[C:3]=1[NH:2][CH:11]([CH3:15])[C:12](=[O:14])[CH3:13] |f:2.3|. Procedure: A mixture of 121 g (1 mol) dimethylaniline, 149 g (1 mol) 3-bromo-2-butanone and 126 g (1.5 mol) sodium bicarbonate in 500 ml ethanol was stirred at 60°-70° C. for about 18 hours. The reaction mixture was filtered and the filtrate evaporated under reduced pressure to give an oil. The oil was taken up in dichloromethane, dried over magnesium sulfate, treated with silica, filtered and evaporated under reduced pressure to give 174.8 g of 3-(2,6-dimethylphenylamino)-2-butanone as a light amber oil. ... Solvent: C1CCOC1 (THF), C1CCOC1 (THF). Procedure: An oven dried round-bottom flask was charged with magnesium turnings (3.55 g, 146 mmol) in THF (100 mL) under argon. 1-Bromo-3,4-difluorobenzene (4.0 mL, 35.3 mmol) was added to the suspension in one portion. The solution was heated to 40° C. Once the temperature had stabilized at 50° C., the remainder of the bromide (13.52 mL, 155 mmol total) was added dropwise. After complete addition, the solution was stirred for 1 hour at 65° C. A solution of anthranilonitrile (4.95 g, 41.9 mmol) in THF (25 ... The product is FC=1C=C(C=CC1F)C1=NC(NC2=CC=CC=C12)=O (4-(3,4-Difluorophenyl)-quinazolin-2-one). Reaction conditions: temperature 40 celsius, time 1 hour. Reaction SMILES: [Mg].Br[C:3]1[CH:8]=[CH:7][C:6]([F:9])=[C:5]([F:10])[CH:4]=1.[Br-].[C:12](#[N:20])[C:13]1[C:14](=[CH:16][CH:17]=[CH:18][CH:19]=1)[NH2:15].[C:21](=O)(OCC)[O:22]CC.C(O)(=O)CC(CC(O)=O)(C(O)=O)O>C1COCC1>[F:10][C:5]1[CH:4]=[C:3]([C:12]2[C:13]3[C:14](=[CH:16][CH:17]=[CH:18][CH:19]=3)[NH:15][C:21](=[O:22])[N:20]=2)[CH:8]=[CH:7][C:6]=1[F:9]. Reactants: C(C=1C(N)=CC=CC1)#N (anthranilonitrile), BrC1=CC(=C(C=C1)F)F (1-Bromo-3,4-difluorobenzene), C(OCC)(OCC)=O (diethyl carbonate), [Mg] (magnesium), [Br-] (bromide), C(CC(O)(C(=O)O)CC(=O)O)(=O)O (citric acid). Starting materials: COC(=O)C=1C(=CC=C(C1)C(N)=S)C1=C(C=CC=C1)[N+](=O)[O-] (2′-nitro-4-thiocarbamoyl-biphenyl-2-carboxylic acid methyl ester), COC(=O)C=1C(=CC=C(C1)C(N)=S)C1=C(C=CC=C1)[N+](=O)[O-] (2′-nitro-4-thiocarbamoyl-biphenyl-2-carboxylic acid methyl ester), Br.BrCC(=O)C1=NC=CC=C1 (2-(bromoacetyl)pyridine hydrobromide). Yields the product [N+](=O)([O-])C1=C(C=CC=C1)C=1C(=CC(=CC1)C=1SC=C(N1)C1=NC=CC=C1)C(=O)O (2′-Nitro-4-(4-pyridin-2-yl-thiazol-2-yl)-biphenyl-2-carboxylic acid). Reported procedure: 2′-Nitro-4-(4-pyridin-2-yl-thiazol-2-yl)-biphenyl-2-carboxylic acid (200 mg, 79%) was prepared from 2′-nitro-4-thiocarbamoyl-biphenyl-2-carboxylic acid methyl ester (which may be prepared as described for Intermediate 4) and 2-(bromoacetyl)pyridine hydrobromide (available from Oakwood Products, Inc.) using the procedure described for the preparation of Example 1. 1H NMR (300 MHz, DMSO-d6) δ 8.67 (d, J=4.9 Hz, 1H), 8.60 (d, J=1.9 Hz, 1H), 8.50 (s, 1H), 8.26-8.30 (m, 2H), 8.15 (d, J=7.5 Hz, 2H), 8... As a reaction SMILES: C[O:2][C:3]([C:5]1[C:6]([C:14]2[CH:19]=[CH:18][CH:17]=[CH:16][C:15]=2[N+:20]([O-:22])=[O:21])=[CH:7][CH:8]=[C:9]([C:11](=[S:13])[NH2:12])[CH:10]=1)=[O:4].Br.Br[CH2:25][C:26]([C:28]1[CH:33]=[CH:32][CH:31]=[CH:30][N:29]=1)=O>>[N+:20]([C:15]1[CH:16]=[CH:17][CH:18]=[CH:19][C:14]=1[C:6]1[C:5]([C:3]([OH:2])=[O:4])=[CH:10][C:9]([C:11]2[S:13][CH:25]=[C:26]([C:28]3[CH:33]=[CH:32][CH:31]=[CH:30][N:29]=3)[N:12]=2)=[CH:8][CH:7]=1)([O-:22])=[O:21] |f:1.2|. The yield is 79.0%. Reactants: FC1=CC=C(C=2C(C=3C=CN=CC3C(C21)=O)=O)OS(=O)(=O)C2=CC=C(C=C2)C (9-fluoro-6-(p-toluenesulfonyloxy)benzo[g]isoquinoline-5,10-dione), ClC1=CC=C(C=2C(C=3C=CN=CC3C(C21)=O)=O)OS(=O)(=O)C2=CC=C(C=C2)C (9-chloro-6-(p-toluenesulfonyloxy)benzo[g]isoquino line-5,10-dione), solution, CNN (N-methyhydrazine). Run in N1=CC=CC=C1 (pyridine), N1=CC=CC=C1 (pyridine). Run at time 3 hour. Yields the product 40/60, CN1N=C2C=3C(=C(C=CC13)OS(=O)(=O)C1=CC=C(C=C1)C)C(C=1C=CN=CC12)=O (2-methyl-5-(p-toluenesulfonyloxy)isoquino[8,7,6-cd]indazole-6(2H)-one). Reaction SMILES: F[C:2]1[C:15]2[C:14](=O)[C:13]3[CH:12]=[N:11][CH:10]=[CH:9][C:8]=3[C:7](=[O:17])[C:6]=2[C:5]([O:18][S:19]([C:22]2[CH:27]=[CH:26][C:25]([CH3:28])=[CH:24][CH:23]=2)(=[O:21])=[O:20])=[CH:4][CH:3]=1.ClC1C2C(=O)C3C=NC=CC=3C(=O)C=2C(OS(C2C=CC(C)=CC=2)(=O)=O)=CC=1.[CH3:57][NH:58][NH2:59]>N1C=CC=CC=1>[CH3:57][N:58]1[C:2]2[CH:3]=[CH:4][C:5]([O:18][S:19]([C:22]3[CH:27]=[CH:26][C:25]([CH3:28])=[CH:24][CH:23]=3)(=[O:21])=[O:20])=[C:6]3[C:7](=[O:17])[C:8]4[CH:9]=[CH:10][N:11]=[CH:12][C:13]=4[C:14]([C:15]=23)=[N:59]1. Procedure: The 1:1 mixture of 9-fluoro-6-(p-toluenesulfonyloxy)benzo[g]isoquinoline-5,10-dione and 9-chloro-6-(p-toluenesulfonyloxy)benzo[g]isoquino line-5,10-dione, of Preparative Example 15a, (0.041 g) is dissolved in dry pyridine (2 mL) and a freshly prepared 1M solution of N-methyhydrazine in pyridine (0.183 mL) is added. After stirring for three hours at room temperature the reaction mixture is concentrated to dryness and added with water (5 mL), with NaH2PO4 saturated solution (5 mL) and extracted se... Run in C1(=CC=CC=C1)C (toluene). Reagents/catalysts: [CH2-]C1=CC=CC=C1.C1=CC=C(C=C1)P(C2=CC=CC=C2)C3=CC=CC=C3.C1=CC=C(C=C1)P(C2=CC=CC=C2)C3=CC=CC=C3.Cl[Pd+] (trans-benzyl(chloro)bis(triphenylphosphine)palladium(II)). Procedure: 8-Chloro-4-iodo-3-methoxy-2,5-dioxo-2,5-dihydro-1H-benz[b]azepine (0.21 g) was suspended in toluene (5 mL) and trans-benzyl(chloro)bis(triphenylphosphine)palladium(II) (45 mg) was added, followed by tributylvinyltin (0.23 mL). The resulting mixture was stirred at reflux for 17 hours, cooled to room temperature, poured into saturated aqueous ethylenediaminetetraacetic acid (10 mL), and extracted with tetrahydrofuran:ether (1:1). The combined extracts were dried and evaporated to yield a yellow po... RXN SMILES: [Cl:1][C:2]1[CH:3]=[CH:4][C:5]2[C:11](=[O:12])[C:10](I)=[C:9]([O:14][CH3:15])[C:8](=[O:16])[NH:7][C:6]=2[CH:17]=1.[CH2:18](C([Sn])=C(CCCC)CCCC)[CH2:19]CC.C(N(CC(O)=O)CC(O)=O)CN(CC(O)=O)CC(O)=O.C(Cl)(Cl)Cl>C1(C)C=CC=CC=1.[CH2-]C1C=CC=CC=1.C1C=CC(P(C2C=CC=CC=2)C2C=CC=CC=2)=CC=1.C1C=CC(P(C2C=CC=CC=2)C2C=CC=CC=2)=CC=1.Cl[Pd+]>[Cl:1][C:2]1[CH:3]=[CH:4][C:5]2[C:11](=[O:12])[C:10]([CH:18]=[CH2:19])=[C:9]([O:14][CH3:15])[C:8](=[O:16])[NH:7][C:6]=2[CH:17]=1 |f:5.6.7.8,^1:19|. Starting materials: C(Cl)(Cl)Cl (chloroform), ClC=1C=CC2=C(NC(C(=C(C2=O)I)OC)=O)C1 (8-Chloro-4-iodo-3-methoxy-2,5-dioxo-2,5-dihydro-1H-benz[b]azepine), C(CCC)C(=C(CCCC)CCCC)[Sn] (tributylvinyltin), C(CN(CC(=O)O)CC(=O)O)N(CC(=O)O)CC(=O)O (ethylenediaminetetraacetic acid). Yields the product ClC=1C=CC2=C(NC(C(=C(C2=O)C=C)OC)=O)C1 (8-Chloro-3-methoxy-2,5-dioxo-4-vinyl-2,5-dihydro-1H-benz[b]azepine).